Dataset: the Open Reaction Database (ORD), a public repository of structured organic reaction records. Task: describe an organic reaction: reactants, conditions, products, and yield Reactants: C(C)OC1=CCCC=2C=NC(=NC12)C1=CC=C(C=C1)OC (8-Ethoxy-2-(4-methoxy-phenyl)-5,6-dihydro-quinazoline). Run in C(C)(=O)O.O (acetic acid water). Product: COC1=CC=C(C=C1)C1=NC=2C(CCCC2C=N1)=O (2-(4-Methoxy-phenyl)-6,7-dihydro-5H-quinazolin-8-one). As a reaction SMILES: C([O:3][C:4]1[C:13]2[N:12]=[C:11]([C:14]3[CH:19]=[CH:18][C:17]([O:20][CH3:21])=[CH:16][CH:15]=3)[N:10]=[CH:9][C:8]=2[CH2:7][CH2:6][CH:5]=1)C>C(O)(=O)C.O>[CH3:21][O:20][C:17]1[CH:18]=[CH:19][C:14]([C:11]2[N:10]=[CH:9][C:8]3[CH2:7][CH2:6][CH2:5][C:4](=[O:3])[C:13]=3[N:12]=2)=[CH:15][CH:16]=1 |f:1.2|. Reported procedure: 8-Ethoxy-2-(4-methoxy-phenyl)-5,6-dihydro-quinazoline (860 mg; 3.05 mmol) is dissolved in acetic acid/water (16 ml/1.6 ml) and refluxed for 15 minutes. Evaporation to dryness delivers the title compound as yellow crystals. 1H-NMR (400 MHz; DMSO-d6): 9.04 (s, 1H); 8.34 (d, 2H); 7.10 (d, 2H); 3.86 (s, 3H); 2.99 (t, 2H); 2.79 (t, 2H); 2.15 (m, 2H). MS (m/z) ES+: 255 (MH+).